Dataset: the Open Reaction Database (ORD), a public repository of structured organic reaction records. Task: describe an organic reaction: reactants, conditions, products, and yield The reactants are ClCCl, Cl, O=C1Cc2cc(C(=O)N3CCNCC3)ccc2N1, C1COCCO1, O=C(O)c1ccccc1. The product is O=C1Cc2cc(C(=O)N3CCN(C(=O)c4ccccc4)CC3)ccc2N1. As a reaction SMILES: [CH2:35]([Cl:36])[Cl:37].[ClH:16].[N:17]1([C:23](=[O:24])[c:25]2[cH:26][c:27]3[c:31]([cH:32][cH:33]2)[NH:30][C:29](=[O:34])[CH2:28]3)[CH2:18][CH2:19][NH:20][CH2:21][CH2:22]1.[O:1]1[CH2:2][CH2:3][O:4][CH2:5][CH2:6]1.[OH:7][C:8](=[O:9])[c:10]1[cH:11][cH:12][cH:13][cH:14][cH:15]1>>[C:8](=[O:9])([c:10]1[cH:11][cH:12][cH:13][cH:14][cH:15]1)[N:20]1[CH2:19][CH2:18][N:17]([C:23](=[O:24])[c:25]2[cH:26][c:27]3[c:31]([cH:32][cH:33]2)[NH:30][C:29](=[O:34])[CH2:28]3)[CH2:22][CH2:21]1.